From a dataset of the Open Reaction Database (ORD), a public repository of structured organic reaction records. describe an organic reaction: reactants, conditions, products, and yield Reactants: O=C1CN(CCN1C1=CC=C(C=C1)C1(CC1)C(=O)N1C[C@]2(CC1)OC(C1=C2C=CC=C1)=O)C(=O)OC(C)(C)C (tert-butyl 3-oxo-4-[4-(1-{[(1R)-3-oxo-1H,3H-spiro[2-benzofuran-1,3′-pyrrolidin]-1′-yl]carbonyl}cyclopropyl)phenyl]piperazine-1-carboxylate), CO (methanol), Cl (hydrogen chloride). Run in O1CCOCC1 (1,4-dioxane). Reaction conditions: time 3 hour. Yields the product O=C1N(CCNC1)C1=CC=C(C=C1)C1(CC1)C(=O)N1C[C@]2(CC1)OC(C1=C2C=CC=C1)=O ((1R)-1′-({1-[4-(2-oxopiperazin-1-yl)phenyl]cyclopropyl}carbonyl)-3H-spiro[2-benzofuran-1,3′-pyrrolidin]-3-one). Reaction SMILES: [O:1]=[C:2]1[N:7]([C:8]2[CH:13]=[CH:12][C:11]([C:14]3([C:17]([N:19]4[CH2:23][CH2:22][C@@:21]5([C:27]6[CH:28]=[CH:29][CH:30]=[CH:31][C:26]=6[C:25](=[O:32])[O:24]5)[CH2:20]4)=[O:18])[CH2:16][CH2:15]3)=[CH:10][CH:9]=2)[CH2:6][CH2:5][N:4](C(OC(C)(C)C)=O)[CH2:3]1.CO.Cl>O1CCOCC1>[O:1]=[C:2]1[CH2:3][NH:4][CH2:5][CH2:6][N:7]1[C:8]1[CH:13]=[CH:12][C:11]([C:14]2([C:17]([N:19]3[CH2:23][CH2:22][C@@:21]4([C:27]5[CH:28]=[CH:29][CH:30]=[CH:31][C:26]=5[C:25](=[O:32])[O:24]4)[CH2:20]3)=[O:18])[CH2:16][CH2:15]2)=[CH:10][CH:9]=1. Procedure details: To a solution of tert-butyl 3-oxo-4-[4-(1-{[(1R)-3-oxo-1H,3H-spiro[2-benzofuran-1,3′-pyrrolidin]-1′-yl]carbonyl}cyclopropyl)phenyl]piperazine-1-carboxylate (180 mg, 0.00034 mol) in methanol (2 mL, 0.05 mol) was added 4 M of hydrogen chloride in 1,4-dioxane (0.4 mL) and the mixture was stirred at rt for 3 hours and then concentrated. LC/MS: 432.2 (M+H+).